This data is from the Open Reaction Database (ORD), a public repository of structured organic reaction records. The task is: describe an organic reaction: reactants, conditions, products, and yield As a reaction SMILES: [CH:1]1([CH2:6][CH:7]([CH2:8][N:9]([CH:10]=[O:11])[O:12][CH:13]2[CH2:14][CH2:15][CH2:16][CH2:17][O:18]2)[C:19](=[O:20])[NH:21][NH:22][c:23]2[n:24][c:25]([CH3:40])[n:26][c:27]([N:30]3[CH2:31][C:32]([N:34]4[CH2:35][CH2:36][CH2:37][CH2:38]4)([CH3:39])[CH2:33]3)[c:28]2[F:29])[CH2:2][CH2:3][CH2:4][CH2:5]1.[OH2:41]>>[CH:1]1([CH2:6][CH:7]([CH2:8][N:9]([CH:10]=[O:11])[OH:12])[C:19](=[O:20])[NH:21][NH:22][c:23]2[n:24][c:25]([CH3:40])[n:26][c:27]([N:30]3[CH2:31][C:32]([N:34]4[CH2:35][CH2:36][CH2:37][CH2:38]4)([CH3:39])[CH2:33]3)[c:28]2[F:29])[CH2:2][CH2:3][CH2:4][CH2:5]1. Product: Cc1nc(NNC(=O)C(CC2CCCC2)CN(O)C=O)c(F)c(N2CC(C)(N3CCCC3)C2)n1. Starting materials: Cc1nc(NNC(=O)C(CC2CCCC2)CN(C=O)OC2CCCCO2)c(F)c(N2CC(C)(N3CCCC3)C2)n1, O.